This data is from the Open Reaction Database (ORD), a public repository of structured organic reaction records. The task is: describe an organic reaction: reactants, conditions, products, and yield The reactants are C1(=CC=C(C=C1)S(=O)(=O)OC(COC1=NC=NC2=CC=CC=C12)C1=CC=C(C=C1)C(C)(C)C)C (4-(2-p-toluenesulfonyloxy-2-(4-tert-butylphenyl) ethoxy) quinazoline), [F-].C(CCC)[N+](CCCC)(CCCC)CCCC (Tetrabutylammonium fluoride). The solvent is O (water). Product: FC(COC1=NC=NC2=CC=CC=C12)C1=CC=C(C=C1)C(C)(C)C (4-(2-fluoro-2-(4-tert-butylphenyl) ethoxy) quinazoline). RXN SMILES: C1(C)C=CC(S(O[CH:11]([C:24]2[CH:29]=[CH:28][C:27]([C:30]([CH3:33])([CH3:32])[CH3:31])=[CH:26][CH:25]=2)[CH2:12][O:13][C:14]2[C:23]3[C:18](=[CH:19][CH:20]=[CH:21][CH:22]=3)[N:17]=[CH:16][N:15]=2)(=O)=O)=CC=1.[F-:35].C([N+](CCCC)(CCCC)CCCC)CCC>O>[F:35][CH:11]([C:24]1[CH:29]=[CH:28][C:27]([C:30]([CH3:33])([CH3:32])[CH3:31])=[CH:26][CH:25]=1)[CH2:12][O:13][C:14]1[C:23]2[C:18](=[CH:19][CH:20]=[CH:21][CH:22]=2)[N:17]=[CH:16][N:15]=1 |f:1.2|. Procedure details: A 15 ml round bottom flask is charged with 4-(2-p-toluenesulfonyloxy-2-(4-tert-butylphenyl) ethoxy) quinazoline (0.3 g, 0.84 mmol). Tetrabutylammonium fluoride solution (1M in THF, 4.2 ml, 4.2 mmol) is then added to it and the solution is heated at reflux for 60 minutes. The mixture is then cooled and water is added to it. It is then extracted with dichloromethane, washed with water and dried. The crude obtained after concentration is purified by silica gel flash chromatography (ethyl acetate/he... Reactants: Grignard reactant, FC(C(=O)N(C)OC)(C(F)(F)F)F (2,2,3,3,3-pentafluoro-N-methoxy-N-methylpropanamide), BrC1=CC(=CC=C1)COCOC (1-bromo-3-((methoxymethoxy)methyl)benzene), [Mg] (magnesium), Cl (hydrochloric acid). Run in C1CCOC1 (THF), C1CCOC1 (THF). Run at time 1 hour. The product is Grignard reactant, FC(C(=O)C1=CC(=CC=C1)COCOC)(C(F)(F)F)F (2,2,3,3,3-pentafluoro-1-(3-((methoxymethoxy)methyl)phenyl)propan-1-one). Isolated yield 39.1%. As a reaction SMILES: Br[C:2]1[CH:7]=[CH:6][CH:5]=[C:4]([CH2:8][O:9][CH2:10][O:11][CH3:12])[CH:3]=1.[Mg].[F:14][C:15]([F:26])([C:22]([F:25])([F:24])[F:23])[C:16](N(OC)C)=[O:17].Cl>C1COCC1>[F:14][C:15]([F:26])([C:22]([F:25])([F:24])[F:23])[C:16]([C:2]1[CH:7]=[CH:6][CH:5]=[C:4]([CH2:8][O:9][CH2:10][O:11][CH3:12])[CH:3]=1)=[O:17]. Procedure details: In THF (15 mL), a Grignard reactant was prepared from 1-bromo-3-((methoxymethoxy)methyl)benzene (2.54 g) and magnesium (292 mg). Under a nitrogen atmosphere, the obtained Grignard reactant (entire amount) was added to a solution of 2,2,3,3,3-pentafluoro-N-methoxy-N-methylpropanamide (3.70 g) in THF (10 mL) at 0° C., and the mixture was stirred at room temperature for 1 hr. To the reaction mixture was added 1N hydrochloric acid at room temperature, and the mixture was extracted with ethyl acetate... Reactants: Cl (hydrochloric acid), C1(=CC=CC=C1)C1=NN(C=C1CCC(=O)OCC)CC1=CC=C(C=C1)C(=O)NCC1=CC=C(C=C1)C(F)(F)F (ethyl 3-[3-phenyl-1-[4-(4-trifluoromethylbenzylaminocarbonyl)benzyl]-1H-pyrazol-4-yl]propionate), [OH-].[Na+] (sodium hydroxide), C(C)O (ethanol). The solvent is O1CCCC1 (tetrahydrofuran). Reaction conditions: time 2 hour. The product is C1(=CC=CC=C1)C1=NN(C=C1CCC(=O)O)CC1=CC=C(C=C1)C(=O)NCC1=CC=C(C=C1)C(F)(F)F (3-[3-phenyl-1-[4-(4-trifluoromethylbenzylaminocarbonyl)benzyl]-1H-pyrazol-4-yl]propionic acid). Isolated yield 96.2%. RXN SMILES: [C:1]1([C:7]2[C:11]([CH2:12][CH2:13][C:14]([O:16]CC)=[O:15])=[CH:10][N:9]([CH2:19][C:20]3[CH:25]=[CH:24][C:23]([C:26]([NH:28][CH2:29][C:30]4[CH:35]=[CH:34][C:33]([C:36]([F:39])([F:38])[F:37])=[CH:32][CH:31]=4)=[O:27])=[CH:22][CH:21]=3)[N:8]=2)[CH:6]=[CH:5][CH:4]=[CH:3][CH:2]=1.[OH-].[Na+].C(O)C.Cl>O1CCCC1>[C:1]1([C:7]2[C:11]([CH2:12][CH2:13][C:14]([OH:16])=[O:15])=[CH:10][N:9]([CH2:19][C:20]3[CH:25]=[CH:24][C:23]([C:26]([NH:28][CH2:29][C:30]4[CH:31]=[CH:32][C:33]([C:36]([F:38])([F:39])[F:37])=[CH:34][CH:35]=4)=[O:27])=[CH:22][CH:21]=3)[N:8]=2)[CH:2]=[CH:3][CH:4]=[CH:5][CH:6]=1 |f:1.2|. Procedure details: A mixture of ethyl 3-[3-phenyl-1-[4-(4-trifluoromethylbenzylaminocarbonyl)benzyl]-1H-pyrazol-4-yl]propionate (680 mg), 1 N aqueous sodium hydroxide solution (1.7 ml), ethanol (2 ml), and tetrahydrofuran (2 ml) was stirred at room temperature for two hours. The reaction mixture was acidified with dilute hydrochloric acid, which was extracted with ethyl acetate. The ethyl acetate layer was washed with saturated aqueous sodium chloride solution, dried (MgSO4), and concentrated. The obtained crystal...